Dataset: the Open Reaction Database (ORD), a public repository of structured organic reaction records. Task: describe an organic reaction: reactants, conditions, products, and yield The reactants are ClCCl, COc1c(C(=O)O)sc2ccccc12, CN(C)C=O, O=S(Cl)Cl. Product: COc1c(C(=O)Cl)sc2ccccc12. Reaction SMILES: [CH2:15]([Cl:16])[Cl:17].[CH3:1][O:2][c:3]1[c:4]2[c:5]([s:6][c:7]1[C:8](=[O:9])[OH:10])[cH:11][cH:12][cH:13][cH:14]2.[CH3:22][N:23]([CH3:24])[CH:25]=[O:26].[S:18]([Cl:19])([Cl:20])=[O:21]>>[CH3:1][O:2][c:3]1[c:4]2[c:5]([s:6][c:7]1[C:8](=[O:9])[Cl:16])[cH:11][cH:12][cH:13][cH:14]2. The reactants are C(C)(C)(C)OC(=O)NCC(CCO)(C)C (4-(t-butoxycarbonylamino)-3,3-dimethylbutan-1-ol), CC(C)([O-])C.[K+] (potassium t-butoxide), C(Cl)Cl (methylene chloride), FC1=C(CBr)C=C(C=C1)Br (2-fluoro-5-bromobenzyl bromide). Solvent: O1CCCC1 (tetrahydrofuran), O1CCCC1 (tetrahydrofuran). Reaction conditions: temperature -45 celsius, time 30 minute. Product: C(C)(C)(C)OC(=O)NCC(CCOCC1=C(C=CC(=C1)Br)F)(C)C (N-(t-butoxycarbonyl)-4-(2-fluoro-5-bromobenzyloxy)-2,2-dimethylbutylamine). The yield is 74.2%. RXN SMILES: [C:1]([O:5][C:6]([NH:8][CH2:9][C:10]([CH3:15])([CH3:14])[CH2:11][CH2:12][OH:13])=[O:7])([CH3:4])([CH3:3])[CH3:2].CC(C)([O-])C.[K+].[F:22][C:23]1[CH:30]=[CH:29][C:28]([Br:31])=[CH:27][C:24]=1[CH2:25]Br.C(Cl)Cl>O1CCCC1>[C:1]([O:5][C:6]([NH:8][CH2:9][C:10]([CH3:15])([CH3:14])[CH2:11][CH2:12][O:13][CH2:25][C:24]1[CH:27]=[C:28]([Br:31])[CH:29]=[CH:30][C:23]=1[F:22])=[O:7])([CH3:4])([CH3:3])[CH3:2] |f:1.2|. Reported procedure: A stirred solution of 4-(t-butoxycarbonylamino)-3,3-dimethylbutan-1-ol (1.0 g, 4.60 mmol) in tetrahydrofuran (33 ml) at −45° C. was treated with potassium t-butoxide (1 M in tetrahydrofuran, 5.06 ml, 5.06 mmol). The anion was stirred for 30 minutes at −45° C., then cooled to −78° C. and treated with a tetrahydrofuran solution of 2-fluoro-5-bromobenzyl bromide (1.23 g, 4.60 mmol). The resulting yellow mixture was slowly warmed to 0° C. and stirred for about four hours. The cloudy reaction mixture... Starting materials: 7b, CC12C(OC(CC1)(C2(C)C)C(=O)OC[C@@H]2[C@@]([C@@H]2COC)(C2=CC=1C(CCC(C1C=C2)(C)C)(C)C)C)=O ((1S, 2R, 3R)-3-Methoxymethyl-2-methyl-2-(5,5,8,8-tetramethyl-5,6,7,8-tetrahydro-naphthalen-2-yl)-cyclopropylmethyl 4,7,7-trimethyl-3-oxo-2-oxa-bicyclo[2.2.1]heptane-1-carboxylate), CC12C(OC(CC1)(C2(C)C)C(=O)OC[C@H]2[C@]([C@H]2COC)(C2=CC=1C(CCC(C1C=C2)(C)C)(C)C)C)=O ((1R, 2S, 3S)-3-Methoxymethyl-2-methyl-2-(5,5,8,8-tetramethyl-5,6,7,8-tetrahydro-naphthalen-2-yl)-cyclopropylmethyl 4,7,7-trimethyl-3-oxo-2-oxa-bicyclo[2.2.1]heptane-1-carboxylate), intermediate 7b, CCOC(=O)C (EtOAc). Solvent: CCCCCC (hexane). Yields the product CC12C(OC(CC1)(C2(C)C)C(=O)OC[C@@H]2[C@@]([C@H]2COCC)(C2=CC=1C(CCC(C1C=C2)(C)C)(C)C)C)=O ((1S, 2R, 3S)-3-Ethoxymethyl-2-methyl-2-(5,5,8,8-tetramethyl-5,6,7,8-tetrahydro-naphthalen-2-yl)-cyclopropylmethyl 4,7,7-trimethyl-3-oxo-2-oxa-bicyclo[2.2.1]heptane-1-carboxylate), CC12C(OC(CC1)(C2(C)C)C(=O)OC[C@H]2[C@]([C@@H]2COCC)(C2=CC=1C(CCC(C1C=C2)(C)C)(C)C)C)=O ((1R, 2S, 3R)-3-Ethoxymethyl-2-methyl-2-(5,5,8,8-tetramethyl-5,6,7,8-tetrahydro-naphthalen-2-yl)-cyclopropylmethyl 4,7,7-trimethyl-3-oxo-2-oxa-bicyclo[2.2.1]heptane-1-carboxylate). Yield: 42.0%. RXN SMILES: [CH3:1][C:2]12[C:8]([CH3:10])([CH3:9])[C:5]([C:11]([O:13][CH2:14][C@H:15]3[C@@H:17]([CH2:18][O:19][CH3:20])[C@@:16]3([CH3:35])[C:21]3[CH:30]=[CH:29][C:28]4[C:27]([CH3:32])([CH3:31])[CH2:26][CH2:25][C:24]([CH3:34])([CH3:33])[C:23]=4[CH:22]=3)=[O:12])([CH2:6][CH2:7]1)[O:4][C:3]2=[O:36].[CH3:37][C:38]12[C:44]([CH3:46])([CH3:45])[C:41]([C:47]([O:49][CH2:50][C@@H:51]3[C@H:53]([CH2:54][O:55][CH3:56])[C@:52]3([CH3:71])[C:57]3[CH:66]=[CH:65][C:64]4[C:63]([CH3:68])([CH3:67])[CH2:62][CH2:61][C:60]([CH3:70])([CH3:69])[C:59]=4[CH:58]=3)=[O:48])([CH2:42][CH2:43]1)[O:40][C:39]2=[O:72].[CH3:73]COC(C)=O>CCCCCC>[CH3:1][C:2]12[C:8]([CH3:9])([CH3:10])[C:5]([C:11]([O:13][CH2:14][C@H:15]3[C@H:17]([CH2:18][O:19][CH2:20][CH3:37])[C@@:16]3([CH3:35])[C:21]3[CH:30]=[CH:29][C:28]4[C:27]([CH3:32])([CH3:31])[CH2:26][CH2:25][C:24]([CH3:34])([CH3:33])[C:23]=4[CH:22]=3)=[O:12])([CH2:6][CH2:7]1)[O:4][C:3]2=[O:36].[CH3:37][C:38]12[C:44]([CH3:45])([CH3:46])[C:41]([C:47]([O:49][CH2:50][C@@H:51]3[C@@H:53]([CH2:54][O:55][CH2:56][CH3:73])[C@:52]3([CH3:71])[C:57]3[CH:66]=[CH:65][C:64]4[C:63]([CH3:68])([CH3:67])[CH2:62][CH2:61][C:60]([CH3:70])([CH3:69])[C:59]=4[CH:58]=3)=[O:48])([CH2:42][CH2:43]1)[O:40][C:39]2=[O:72]. Procedure: Following a procedure similar to that for the preparation of Intermediates 8a and 9a but using intermediate 7b as the starting material and 10% EtOAc in hexane as normal phase HPLC eluent afforded Intermediate 10b (49 mg, 42% yield) and Intermediate 11b (48 mg, 42% yield) from 7b as colorless oils: Conditions: temperature 60 celsius. The reactants are Cl (hydrochloric acid), ice water, C(C)(=O)[O-].[Na+] (sodium acetate), C(#N)CC(=O)C=1OC=CC1 (2-cyanoacetylfuran), N(=O)[O-].[Na+] (sodium nitrite), Cl.C(C)(=O)OC1=C(C=C(C=C1)OC(C)=O)CCC1=CC=C(N)C=C1 (4-(2,5-bisacetoxyphenylethyl)aniline hydrochloride). The yield is 52.0%. Procedure: By utilizing 350 ml of water, 20 ml of 35% hydrochloric acid and 8 g of sodium nitrite, 35 g of 4-(2,5-bisacetoxyphenylethyl)aniline hydrochloride disclosed in Japanese Pat. Publication No. 444/63 was diazotized. Then, the mixture was neutralized with sodium acetate to adjust the pH of the solution to 6, and the mixture cooled with ice water was added dropwise at 5° C or less to liquid comprising of 13.5 g of 2-cyanoacetylfuran and 300 ml of ethanol. The resulting resinous substance was washed w... Yields the product O=C(C(C#N)N=NC1=CC=C(C=C1)CCC1=C(O)C=CC(=C1)O)C=1OC=CC1 (3-Oxo-3-(2-furanyl)-2-[4-(2-hydroquinonylethyl) phenylazo]-propionitrile). Solvent: C(C)O (ethanol), O (water), C(C)O (ethanol). RXN SMILES: Cl.[N:2]([O-])=O.[Na+].Cl.C([O:10][C:11]1[CH:16]=[CH:15][C:14]([O:17]C(=O)C)=[CH:13][C:12]=1[CH2:21][CH2:22][C:23]1[CH:29]=[CH:28][C:26]([NH2:27])=[CH:25][CH:24]=1)(=O)C.C([O-])(=O)C.[Na+].[C:35]([CH2:37][C:38]([C:40]1[O:41][CH:42]=[CH:43][CH:44]=1)=[O:39])#[N:36]>C(O)C.O>[O:39]=[C:38]([C:40]1[O:41][CH:42]=[CH:43][CH:44]=1)[CH:37]([N:2]=[N:27][C:26]1[CH:25]=[CH:24][C:23]([CH2:22][CH2:21][C:12]2[CH:13]=[C:14]([OH:17])[CH:15]=[CH:16][C:11]=2[OH:10])=[CH:29][CH:28]=1)[C:35]#[N:36] |f:1.2,3.4,5.6|.